This data is from the Open Reaction Database (ORD), a public repository of structured organic reaction records. The task is: describe an organic reaction: reactants, conditions, products, and yield Reactants: products, FC(C1=CC=C(C=C1)C1=C(C=C(C2=CC(=C(C=C12)OC)OC)O)C(O)(C)C)(F)F (1-(4-trifluoromethylphenyl)-2-(dimethylhydroxymethyl)-4-hydroxy-6,7-dimethoxynaphthalene), COC=1C=C(C=CC1OC)C1=C(C=C(C2=CC(=CC=C12)C(F)(F)F)O)C(O)(C)C (3,4-dimethoxyphenyl-2-(dimethylhydroxymethyl)-4-hydroxy-6-trifluoromethylnaphthalene), C(CCCCCCCCCCC)C1=C(C=CC=C1)S(=O)(=O)O (dodecylbenzene sulfonic acid). Run in C1(=CC=CC=C1)C (toluene). The product is COC1=CC2=C(C(=CC=3C(C=4C=C(C=CC4C23)C(F)(F)F)(C)C)O)C=C1OC (2,3-dimethoxy-7,7-dimethyl-9-trifluoromethyl-7H-benzo[C]fluoren-5-ol). RXN SMILES: [F:1][C:2]([F:29])([F:28])[C:3]1[CH:8]=[CH:7][C:6]([C:9]2[C:18]3[C:13](=[CH:14][C:15]([O:21][CH3:22])=[C:16]([O:19][CH3:20])[CH:17]=3)[C:12]([OH:23])=[CH:11][C:10]=2[C:24]([CH3:27])([CH3:26])O)=[CH:5][CH:4]=1.COC1C=C(C2C3C(=CC(C(F)(F)F)=CC=3)C(O)=CC=2C(C)(C)O)C=CC=1OC.C(C1C=CC=CC=1S(O)(=O)=O)CCCCCCCCCCC>C1(C)C=CC=CC=1>[CH3:20][O:19][C:16]1[C:15]([O:21][CH3:22])=[CH:14][C:13]2[C:12]([OH:23])=[CH:11][C:10]3[C:24]([CH3:27])([CH3:26])[C:5]4[CH:4]=[C:3]([C:2]([F:1])([F:29])[F:28])[CH:8]=[CH:7][C:6]=4[C:9]=3[C:18]=2[CH:17]=1. Procedure: The products from Step 4 (1-(4-trifluoromethylphenyl)-2-(dimethylhydroxymethyl)-4-hydroxy-6,7-dimethoxynaphthalene and 1-(3,4-dimethoxyphenyl-2-(dimethylhydroxymethyl)-4-hydroxy-6-trifluoromethylnaphthalene, 51.7 grams) were placed in a reaction flask equipped with a Dean-Stark trap and 775 mL of toluene was added. The reaction mixture was stirred under a nitrogen atmosphere and dodecylbenzene sulfonic acid (8.3 grams) was added. The reaction mixture was heated to reflux for 5 hours. Upon coolin... The reactants are COB(OC)OC (trimethylborate), crude product, FC1=C(C(=C(C=C1)F)OCCCCCC)OCCCCCC (1,4-Difluoro-2,3-dihexyloxybenzene), C(CCC)[Li] (butyl lithium). The solvent is O1CCCC1 (tetrahydrofuran), O1CCCC1 (tetrahydrofuran). Reaction conditions: temperature -78 celsius, time 2 hour. Product: FC1=C(C=C(C(=C1OCCCCCC)OCCCCCC)F)B(O)O (2,5-difluoro-3,4-dihexyloxybenzene-1-boronic Acid). RXN SMILES: [F:1][C:2]1[CH:7]=[CH:6][C:5]([F:8])=[C:4]([O:9][CH2:10][CH2:11][CH2:12][CH2:13][CH2:14][CH3:15])[C:3]=1[O:16][CH2:17][CH2:18][CH2:19][CH2:20][CH2:21][CH3:22].C([Li])CCC.C[O:29][B:30](OC)[O:31]C>O1CCCC1>[F:1][C:2]1[C:3]([O:16][CH2:17][CH2:18][CH2:19][CH2:20][CH2:21][CH3:22])=[C:4]([O:9][CH2:10][CH2:11][CH2:12][CH2:13][CH2:14][CH3:15])[C:5]([F:8])=[CH:6][C:7]=1[B:30]([OH:31])[OH:29]. Procedure details: 1,4-Difluoro-2,3-dihexyloxybenzene (11.2 g, 0.036 mol) was stirred, under nitrogen, in anhydrous tetrahydrofuran (150 ml). The reaction mixture was cooled to −78° C. and then butyl lithium (1.6M in hexanes, 24.38 ml, 0.039 mol) was added via cannular over one hour. Stirring was continued at −78° C. for 2 hours. This temperature was maintained whilst a solution of trimethylborate (4.05 g, 0.039 mol) in dry tetrahydrofuran (100 ml) was added drop-wise. The cooling bath was then removed and the rea... The reactants are C12NC(C(C=C1)C2)=O ((−)-2-azabicyclo[2.2.1]hept-5-en-3-one), C(C)O (ethanol), Cl (HCl), CCOCC (ether). The yield is 100.0%. As a reaction SMILES: [CH:1]12[CH2:7][CH:4]([CH:5]=[CH:6]1)[C:3](=[O:8])[NH:2]2.[CH2:9](O)[CH3:10].[ClH:12].CC[O:15]CC>>[ClH:12].[NH2:2][C@@H:1]1[CH2:7][C@H:4]([C:3]([O:8][CH2:9][CH3:10])=[O:15])[CH:5]=[CH:6]1 |f:4.5|. Reported procedure: A mixture of (−)-2-azabicyclo[2.2.1]hept-5-en-3-one (10 g, 91.7 mmol), ethanol (200 mL) and conc. HCl (10 mL) was heated at reflux for 2 h. The mixture was concentrated and the residue dried under vacuum. A white solid was obtained which was suspended in ether to give 17.5 g (100%) of (−)-ethyl cis-4-amino-2-cyclopentene-1-carboxylate hydrochloride. Product: Cl.N[C@H]1C=C[C@H](C1)C(=O)OCC ((−)-ethyl cis-4-amino-2-cyclopentene-1-carboxylate hydrochloride). The reactants are NC=1C=C(C(=O)O)C=C(C1N1CCOCC1)S(N)(=O)=O (3-amino-4-morpholino-5-sulphamyl-benzoic acid), C(C1=CC=CC=C1)Br (benzyl bromide), C(C)O (ethanol), C(C1=CC=CC=C1)Br (benzyl bromide), C(C)O (ethanol). Conditions: time 24 hour. Yields the product C(C1=CC=CC=C1)NC=1C=C(C(=O)OCC)C=C(C1N1CCOCC1)S(N)(=O)=O (Ethyl 3-benzylamino-4-morpholino-5-sulphamyl-benzoate). Reaction SMILES: [NH2:1][C:2]1[CH:3]=[C:4]([CH:8]=[C:9]([S:17](=[O:20])(=[O:19])[NH2:18])[C:10]=1[N:11]1[CH2:16][CH2:15][O:14][CH2:13][CH2:12]1)[C:5]([OH:7])=[O:6].[CH2:21](Br)[C:22]1[CH:27]=[CH:26][CH:25]=[CH:24][CH:23]=1.[CH2:29](O)[CH3:30]>>[CH2:21]([NH:1][C:2]1[CH:3]=[C:4]([CH:8]=[C:9]([S:17](=[O:19])(=[O:20])[NH2:18])[C:10]=1[N:11]1[CH2:12][CH2:13][O:14][CH2:15][CH2:16]1)[C:5]([O:7][CH2:29][CH3:30])=[O:6])[C:22]1[CH:27]=[CH:26][CH:25]=[CH:24][CH:23]=1. Procedure: A mixture of 3-amino-4-morpholino-5-sulphamyl-benzoic acid (3 g), benzyl bromide (4 g), and anhydrous ethanol (45 ml) was refluxed. After 24 hours and again after 48 hours a solution of benzyl bromide (1.5 g) in anhydrous ethanol (5 ml) was added during 4 hours. After the second addition, the refluxing was continued for 24 hours. The reaction mixture was cooled, and the precipitated ethyl 3-benzylamino-4-morpholino-5-sulphamyl-benzoate was collected by suction and recrystallized from ethanol, af... Reaction SMILES: [CH3:1][Si:2]([CH2:3][CH2:4][O:5][CH2:6][N:7]([c:8]1[cH:9][c:10]([CH2:17][CH:18]2[CH2:19][CH2:20][CH:21]([C:24](=[O:25])[O:26][CH2:27][CH3:28])[CH2:22][CH2:23]2)[n:11][c:12]2[n:13]1[n:14][cH:15][cH:16]2)[CH2:29][O:30][CH2:31][CH2:32][Si:33]([CH3:34])([CH3:35])[CH3:36])([CH3:37])[CH3:38].[CH3:47][C:48]#[N:49].[I:39][N:40]1[C:41](=[O:42])[CH2:43][CH2:44][C:45]1=[O:46]>>[CH3:1][Si:2]([CH2:3][CH2:4][O:5][CH2:6][N:7]([c:8]1[cH:9][c:10]([CH2:17][CH:18]2[CH2:19][CH2:20][CH:21]([C:24](=[O:25])[O:26][CH2:27][CH3:28])[CH2:22][CH2:23]2)[n:11][c:12]2[n:13]1[n:14][cH:15][c:16]2[I:39])[CH2:29][O:30][CH2:31][CH2:32][Si:33]([CH3:34])([CH3:35])[CH3:36])([CH3:37])[CH3:38]. The reactants are CCOC(=O)C1CCC(Cc2cc(N(COCC[Si](C)(C)C)COCC[Si](C)(C)C)n3nccc3n2)CC1, CC#N, O=C1CCC(=O)N1I. Product: CCOC(=O)C1CCC(Cc2cc(N(COCC[Si](C)(C)C)COCC[Si](C)(C)C)n3ncc(I)c3n2)CC1. The reactants are [N+](=O)([O-])C=1SC=C2C1C(N(C2=O)C2(C(NC(CC2)=O)=O)C)=O (1-nitro-5-(3-methyl-2,6-dioxopiperidin-3-yl)-5H-thieno(3,4-c)pyrrole-4,6-dione), [O-]S(=O)S(=O)[O-].[Na+].[Na+] (Na2S2O4). The solvent is CC(=O)C (acetone), O (water), O (water). Product: NC=1SC=C2C1C(N(C2=O)C2(C(NC(CC2)=O)=O)C)=O (1-amino-5-(3-methyl-2,6-dioxopiperidin-3-yl)-5H-thieno(3,4-c)pyrrole-4,6-dione). The yield is 53.2%. As a reaction SMILES: [N+:1]([C:4]1[S:5][CH:6]=[C:7]2[C:11](=[O:12])[N:10]([C:13]3([CH3:21])[CH2:18][CH2:17][C:16](=[O:19])[NH:15][C:14]3=[O:20])[C:9](=[O:22])[C:8]=12)([O-])=O.[O-]S(S([O-])=O)=O.[Na+].[Na+]>CC(C)=O.O>[NH2:1][C:4]1[S:5][CH:6]=[C:7]2[C:11](=[O:12])[N:10]([C:13]3([CH3:21])[CH2:18][CH2:17][C:16](=[O:19])[NH:15][C:14]3=[O:20])[C:9](=[O:22])[C:8]=12 |f:1.2.3|. Reported procedure: 0.323 g of 1-nitro-5-(3-methyl-2,6-dioxopiperidin-3-yl)-5H-thieno(3,4-c)pyrrole-4,6-dione was dissolved in 10 mL of acetone, and a solution obtained by dissolving 0.783 g Na2S2O4 in 100 mL of water was added. The reaction mixture was refluxed for 2 h, cooled, and 100 mL of water were added. The aqueous phase was extracted with ethyl acetate (3×50 mL), the organic phases were combined and washed with 40 mL of water and 40 mL of brine, dried over anhydrous MgSO4, filtered, and evaporated to drynes...